Dataset: the Open Reaction Database (ORD), a public repository of structured organic reaction records. Task: describe an organic reaction: reactants, conditions, products, and yield Starting materials: CC#N, [O-]Cl, CC(C)Oc1cc(C(Cc2ccccc2)(NC(=O)C=C(C(F)(F)F)C(F)(F)F)c2cc(F)cc(OC(F)(F)C(F)F)c2)ccc1F, [Na+], [O-][n+]1ccc(-c2ccccc2)cc1. Product: CC(C)Oc1cc(C(Cc2ccccc2)(NC(=O)C2OC2(C(F)(F)F)C(F)(F)F)c2cc(F)cc(OC(F)(F)C(F)F)c2)ccc1F. RXN SMILES: [CH3:63][C:64]#[N:65].[Cl:60][O-:61].[F:1][C:2]([C:3](=[CH:4][C:5](=[O:6])[NH:7][C:8]([CH2:9][c:10]1[cH:11][cH:12][cH:13][cH:14][cH:15]1)([c:16]1[cH:17][c:18]([F:29])[cH:19][c:20]([O:22][C:23]([CH:24]([F:25])[F:26])([F:27])[F:28])[cH:21]1)[c:30]1[cH:31][c:32]([O:37][CH:38]([CH3:39])[CH3:40])[c:33]([F:36])[cH:34][cH:35]1)[C:41]([F:42])([F:43])[F:44])([F:45])[F:46].[Na+:62].[c:47]1(-[c:48]2[cH:49][cH:50][n+:51]([O-:59])[cH:52][cH:53]2)[cH:54][cH:55][cH:56][cH:57][cH:58]1>>[F:1][C:2]([C:3]1([C:41]([F:42])([F:43])[F:44])[CH:4]([C:5](=[O:6])[NH:7][C:8]([CH2:9][c:10]2[cH:11][cH:12][cH:13][cH:14][cH:15]2)([c:16]2[cH:17][c:18]([F:29])[cH:19][c:20]([O:22][C:23]([CH:24]([F:25])[F:26])([F:27])[F:28])[cH:21]2)[c:30]2[cH:31][c:32]([O:37][CH:38]([CH3:39])[CH3:40])[c:33]([F:36])[cH:34][cH:35]2)[O:59]1)([F:45])[F:46]. The reactants are COc1ccc(Br)c(Nc2ncnc3cccc(OCC4CCN(C(=O)OC(C)(C)C)CC4)c23)c1, ClCCl, O=C(O)C(F)(F)F. Yields the product COc1ccc(Br)c(Nc2ncnc3cccc(OCC4CCNCC4)c23)c1. Reaction SMILES: [Br:1][c:2]1[c:3]([NH:4][c:5]2[n:6][cH:7][n:8][c:9]3[cH:10][cH:11][cH:12][c:13]([O:15][CH2:16][CH:17]4[CH2:18][CH2:19][N:20]([C:23]([O:24][C:25]([CH3:26])([CH3:27])[CH3:28])=[O:29])[CH2:21][CH2:22]4)[c:14]23)[cH:30][c:31]([O:34][CH3:35])[cH:32][cH:33]1.[CH2:43]([Cl:44])[Cl:45].[OH:36][C:37]([C:38]([F:39])([F:40])[F:41])=[O:42]>>[Br:1][c:2]1[c:3]([NH:4][c:5]2[n:6][cH:7][n:8][c:9]3[cH:10][cH:11][cH:12][c:13]([O:15][CH2:16][CH:17]4[CH2:18][CH2:19][NH:20][CH2:21][CH2:22]4)[c:14]23)[cH:30][c:31]([O:34][CH3:35])[cH:32][cH:33]1. Starting materials: Cl (HCl), C1=CC=C2CCCN3C[C@H]4CNCC[C@H]4C1=C32 ((±)-cis 5,6,8a,9,10,11,12,12a-octahydro-4H,8H-quino[1,8-bc]-2,7-naphthyridine), C=O (formaldehyde), C(C)(=O)O[BH-](OC(C)=O)OC(C)=O.[Na+] (sodium triacetoxyborohydride), residue. Solvent: CCOCC (ether), CCOCC (ether), ClCCCl (1,2-dichloroethane), C(C)O (ethanol), C(C)(=O)O (acetic acid). Reaction conditions: time 1 hour. The product is Cl.Cl.CN1CC[C@H]2C3=C4N(C[C@H]2C1)CCCC4=CC=C3 ((±)-cis 10-methyl-5,6,8a,9,10,11,12,12a-octahydro-4H,8H-quino[1,8-bc]-2,7-naphthyridine, bis-hydrochloride salt). RXN SMILES: [CH:1]1[C:16]2=[C:17]3[C:4]([CH2:5][CH2:6][CH2:7][N:8]3[CH2:9][C@@H:10]3[C@H:15]2[CH2:14][CH2:13][NH:12][CH2:11]3)=[CH:3][CH:2]=1.C=O.[C:20](O[BH-](OC(=O)C)OC(=O)C)(=O)C.[Na+].[ClH:34]>ClCCCl.C(O)C.CCOCC.C(O)(=O)C>[ClH:34].[ClH:34].[CH3:20][N:12]1[CH2:11][C@H:10]2[C@H:15]([C:16]3[CH:1]=[CH:2][CH:3]=[C:4]4[C:17]=3[N:8]([CH2:7][CH2:6][CH2:5]4)[CH2:9]2)[CH2:14][CH2:13]1 |f:2.3,9.10.11|. Procedure details: To a solution of (±)-cis 5,6,8a,9,10,11,12,12a-octahydro-4H,8H-quino[1,8-bc]-2,7-naphthyridine free base from EXAMPLE 124 (50 mg, 0.22 mmol) in 10 mL of 1,2-dichloroethane was added 37% aqueous formaldehyde (0.05 mL, 0.58 mmol) and sodium triacetoxyborohydride (0.19 g, 0.87 mmol) and a couple drops of acetic acid. The resulting mixture was stirred at ambient temperature for 1 h and then the reaction was quenched with water. The mixture was partitioned between chloroform and saturated aqueous sod... Reactants: N1(N=CC=C1)C1=CC=C(C#N)C=C1 (4-pyrazol-1-yl-benzonitrile), C(=O)O (formic acid). The reagents and catalysts are [Ni] (Raney nickel). Product: N1(N=CC=C1)C1=CC=C(C=O)C=C1 (4-Pvrazol-1-yl-benzaldehyde). Reaction SMILES: [N:1]1([C:6]2[CH:13]=[CH:12][C:9]([C:10]#N)=[CH:8][CH:7]=2)[CH:5]=[CH:4][CH:3]=[N:2]1.C(O)=[O:15]>[Ni]>[N:1]1([C:6]2[CH:13]=[CH:12][C:9]([CH:10]=[O:15])=[CH:8][CH:7]=2)[CH:5]=[CH:4][CH:3]=[N:2]1. Reported procedure: To a solution of 4-pyrazol-1-yl-benzonitrile (1.6 g, 9.47 mmol), prepared in Step A of Preparation 42, in 75% aqueous formic acid (36 mL) was added Raney nickel alloy (1.6 g). The reaction was heated at reflux for 1.25 h and was cooled to room temperature. The solids were removed by filtration through Celite with the aid of hot EtOH. The solution was diluted with water and CHCl3. The aqueous layer was washed with CHCl3 (3×). To the organic solution was carefully added aqueous NaHCO3 until a pH o... Starting materials: ClCC1=NOC=C1 (3-chloromethylisoxazole), ClCCOCC1=NOC=C1 (3-(2-chloroethoxymethyl)isoxazole), CN=C=S (methyl isothiocyanate). The product is CNC(=S)NCCOCC1=NOC=C1 (N-methyl-N'-[2-(3-isoxazolylmethoxy)ethyl]thiourea). As a reaction SMILES: Cl[CH2:2][C:3]1[CH:7]=[CH:6][O:5][N:4]=1.ClCC[O:11][CH2:12][C:13]1C=CO[N:14]=1.[CH3:18][N:19]=[C:20]=[S:21]>>[CH3:18][NH:19][C:20]([NH:14][CH2:13][CH2:12][O:11][CH2:2][C:3]1[CH:7]=[CH:6][O:5][N:4]=1)=[S:21]. Procedure: By the procedure of Example 38, 3-chloromethylisoxazole is converted to 3-(2-chloroethoxymethyl)isoxazole which is then reacted with methyl isothiocyanate to give N-methyl-N'-[2-(3-isoxazolylmethoxy)ethyl]thiourea.